Dataset: the Open Reaction Database (ORD), a public repository of structured organic reaction records. Task: describe an organic reaction: reactants, conditions, products, and yield The reactants are FC1=CC=C(C=C1)CN1C(=NC2=C1C=CC=C2)CC2CCN(CC2)CCC2=CC=C(C=C2)OC (1-[(4-fluorophenyl)methyl]-2-[[1-[2-(4-methoxyphenyl)ethyl]-4-piperidinyl]methyl]-1H-benzimidazole), Br (hydrobromic acid). Run in O (water). Run at temperature 80 celsius, time 8 hour. Yields the product FC1=CC=C(C=C1)CN1C(=NC2=C1C=CC=C2)CC2CCN(CC2)CCC2=CC=C(C=C2)O (4-[2-[4-[[1-[(4-fluorophenyl)methyl]-1H-benzimidazol-2-yl]methyl]-1-piperidinyl]ethyl]phenol). Isolated yield 35.0%. RXN SMILES: [F:1][C:2]1[CH:7]=[CH:6][C:5]([CH2:8][N:9]2[C:13]3[CH:14]=[CH:15][CH:16]=[CH:17][C:12]=3[N:11]=[C:10]2[CH2:18][CH:19]2[CH2:24][CH2:23][N:22]([CH2:25][CH2:26][C:27]3[CH:32]=[CH:31][C:30]([O:33]C)=[CH:29][CH:28]=3)[CH2:21][CH2:20]2)=[CH:4][CH:3]=1.Br>O>[F:1][C:2]1[CH:7]=[CH:6][C:5]([CH2:8][N:9]2[C:13]3[CH:14]=[CH:15][CH:16]=[CH:17][C:12]=3[N:11]=[C:10]2[CH2:18][CH:19]2[CH2:24][CH2:23][N:22]([CH2:25][CH2:26][C:27]3[CH:28]=[CH:29][C:30]([OH:33])=[CH:31][CH:32]=3)[CH2:21][CH2:20]2)=[CH:4][CH:3]=1. Reported procedure: A mixture of 7.7 parts of 1-[(4-fluorophenyl)methyl]-2-[[1-[2-(4-methoxyphenyl)ethyl]-4-piperidinyl]methyl]-1H-benzimidazole and 150 parts of a hydrobromic acid solution 48% in water was stirred overnight at 80° C. The reaction mixture was evaporated and water was added to the residue. The whole was treated with ammonium hydroxide and the product was extracted with trichloromethane. The extract was dried, filtered and evaporated. The residue was purified by column chromatography HPLC) over silic... Starting materials: FC(S(=O)(=O)OC=1C=C2CCCC(C2=CC1)=O)(F)F (3,4-dihydro-6-trifluoromethylsulfonyloxy-1(2H) -naphthalenone), FC1=C(C=CC(=C1)F)[Sn](CCCC)(CCCC)CCCC (2,4-difluorophenyltributyltin), [Cl-].[Li+] (lithium chloride), [Cl-] (chloride), [F-].[NH4+] (ammonium fluoride). The reagents and catalysts are [Ag]=O (silver oxide). The solvent is CN(C=O)C (N,N-dimethylformamide), C(C)(=O)OCC (Ethyl acetate). Reaction conditions: temperature 120 celsius, time 1 hour. Product: FC1=C(C=CC(=C1)F)C=1C=C2CCCC(C2=CC1)=O (6-(2,4-Difluorophenyl)-3,4-dihydro-1(2H) -naphthalenone). The yield is 53.5%. Reaction SMILES: FC(F)(F)S(O[C:7]1[CH:8]=[C:9]2[C:14](=[CH:15][CH:16]=1)[C:13](=[O:17])[CH2:12][CH2:11][CH2:10]2)(=O)=O.[F:20][C:21]1[CH:26]=[C:25]([F:27])[CH:24]=[CH:23][C:22]=1[Sn](CCCC)(CCCC)CCCC.[Cl-].[Li+].[Cl-].[F-].[NH4+]>CN(C)C=O.[Ag]=O.C(OCC)(=O)C>[F:20][C:21]1[CH:26]=[C:25]([F:27])[CH:24]=[CH:23][C:22]=1[C:7]1[CH:8]=[C:9]2[C:14](=[CH:15][CH:16]=1)[C:13](=[O:17])[CH2:12][CH2:11][CH2:10]2 |f:2.3,5.6|. Reported procedure: 1.00 g (3.40 mmol) of 3,4-dihydro-6-trifluoromethylsulfonyloxy-1(2H) -naphthalenone was dissolved in 10 ml of N,N-dimethylformamide in an argon atmosphere, and 2.05 g (5.10 mmol) of 2,4-difluorophenyltributyltin, 0.43 g (11.0 mmol) of lithium chloride, 0.12 g (0.17 mmol) of bistriphenylphosphinepalladium chloride and 0.04 g (0.17 mmol) of silver oxide were added to the solution. The mixture was stirred at 120° C. for 1 hour. The reaction product was cooled to room temperature. Ethyl acetate and ...